Dataset: the Open Reaction Database (ORD), a public repository of structured organic reaction records. Task: describe an organic reaction: reactants, conditions, products, and yield Starting materials: BrC=1C=C(C(=NC1)OC)NC([C@H](CC1=CC=CC=C1)NC(OC(C)(C)C)=O)=O ((S)-tert-butyl 1-(5-bromo-2-methoxypyridin-3-ylamino)-1-oxo-3-phenylpropan-2-ylcarbamate), CC1(OB(OC1(C)C)C=1C=NNC1)C (4-(4,4,5,5-tetramethyl-1,3,2-dioxaborolan-2-yl)-1h-pyrazole), [O-]P(=O)([O-])[O-].[K+].[K+].[K+] (K3PO4), CC(C)C1=CC(=C(C(=C1)C(C)C)C2=C(C=CC=C2)P(C3CCCCC3)C4CCCCC4)C(C)C (XPhos). Reagents/catalysts: C=1C=CC(=CC1)/C=C/C(=O)/C=C/C2=CC=CC=C2.C=1C=CC(=CC1)/C=C/C(=O)/C=C/C2=CC=CC=C2.C=1C=CC(=CC1)/C=C/C(=O)/C=C/C2=CC=CC=C2.[Pd].[Pd] (Pd2(dba)3). The solvent is C(C)(C)(CC)O (t-amyl alcohol). Reaction conditions: temperature 100 celsius, time 4 hour. Product: COC1=NC=C(C=C1NC([C@H](CC1=CC=CC=C1)NC(OC(C)(C)C)=O)=O)C=1C=NNC1 (Tert-butyl (S)-1-(2-methoxy-5-(1H-pyrazol-4-yl)pyridin-3-ylamino)-1-oxo-3-phenylpropan-2-ylcarbamate). Reaction SMILES: Br[C:2]1[CH:3]=[C:4]([NH:10][C:11](=[O:28])[C@@H:12]([NH:20][C:21](=[O:27])[O:22][C:23]([CH3:26])([CH3:25])[CH3:24])[CH2:13][C:14]2[CH:19]=[CH:18][CH:17]=[CH:16][CH:15]=2)[C:5]([O:8][CH3:9])=[N:6][CH:7]=1.CC1(C)C(C)(C)OB([C:37]2[CH:38]=[N:39][NH:40][CH:41]=2)O1.[O-]P([O-])([O-])=O.[K+].[K+].[K+].CC(C1C=C(C(C)C)C(C2C=CC=CC=2P(C2CCCCC2)C2CCCCC2)=C(C(C)C)C=1)C>C(O)(CC)(C)C.C1C=CC(/C=C/C(/C=C/C2C=CC=CC=2)=O)=CC=1.C1C=CC(/C=C/C(/C=C/C2C=CC=CC=2)=O)=CC=1.C1C=CC(/C=C/C(/C=C/C2C=CC=CC=2)=O)=CC=1.[Pd].[Pd]>[CH3:9][O:8][C:5]1[C:4]([NH:10][C:11](=[O:28])[C@@H:12]([NH:20][C:21](=[O:27])[O:22][C:23]([CH3:26])([CH3:25])[CH3:24])[CH2:13][C:14]2[CH:19]=[CH:18][CH:17]=[CH:16][CH:15]=2)=[CH:3][C:2]([C:37]2[CH:38]=[N:39][NH:40][CH:41]=2)=[CH:7][N:6]=1 |f:2.3.4.5,8.9.10.11.12|. Procedure details: To a solution of (S)-tert-butyl 1-(5-bromo-2-methoxypyridin-3-ylamino)-1-oxo-3-phenylpropan-2-ylcarbamate 15.1.B (1.00 g, 2.22 mmol) and 4-(4,4,5,5-tetramethyl-1,3,2-dioxaborolan-2-yl)-1h-pyrazole (0.52 g, 2.66 mmol, available from Aldrich) in t-amyl alcohol (20 mL) was added K3PO4 (1.41 g, 6.66 mmol), Pd2(dba)3 (102 mg, 0.111 mmol) and XPhos (212 mg, 0.444 mmol). The mixture was stirred for 4 hours at 100° C. and then was filtered over celite. The organic phase was concentrated and purified by ... The reactants are FC(C(=O)NC1=CC=CC=C1)(F)F (trifluoroacetanilide), NC1=CC=CC=C1 (aniline), C(CN)N (Ethylene diamine), NC=1C=C2C[C@]3(C(N(C4=NC=CC=C43)COCC[Si](C)(C)C)=O)CC2=CC1 ((R)-5-amino-1′-{[2-(trimethylsilyl)ethoxy]methyl}-1,3-dihydrospiro[indene-2,3′-pyrrolo[2,3-b]pyridin]-2′(1′H)-one), NC=1C=C2C[C@]3(C(N(C4=NC=CC=C43)COCC[Si](C)(C)C)=O)CC2=CC1 ((R)-5-amino-1′-{[2-(trimethylsilyl)ethoxy]methyl}-1,3-dihydrospiro[indene-2,3′-pyrrolo[2,3-b]pyridin]-2′(1′H)-one), FC(C(=O)O)(F)F (trifluoroacetic acid), FC(C(=O)OC(C(F)(F)F)=O)(F)F (trifluoroacetic anhydride), [N+](=O)(O)[O-] (nitric acid). Solvent: O (H2O), O (H2O), C(Cl)Cl (CH2Cl2), C(Cl)Cl (CH2Cl2). Run at time 10 minute. Yields the product NC=1C=C2C[C@]3(C(NC4=NC=CC=C43)=O)CC2=CC1[N+](=O)[O-] ((S)-5-Amino-6-nitro-1,3-dihydrospiro[indene-2,3′-pyrrolo[2,3-b]pyridin]-2′(1′H)-one). RXN SMILES: [NH2:1][C:2]1[CH:3]=[C:4]2[C:25](=[CH:26][CH:27]=1)[CH2:24][C@:6]1([C:14]3[C:9](=[N:10][CH:11]=[CH:12][CH:13]=3)[N:8](COCC[Si](C)(C)C)[C:7]1=[O:23])[CH2:5]2.FC(F)(F)C(OC(=O)C(F)(F)F)=O.NC1C=CC=CC=1.FC(F)(F)C(NC1C=CC=CC=1)=O.[N+:61]([O-])([OH:63])=[O:62].FC(F)(F)C(O)=O.C(N)CN>C(Cl)Cl.O>[NH2:1][C:2]1[CH:3]=[C:4]2[C:25](=[CH:26][C:27]=1[N+:61]([O-:63])=[O:62])[CH2:24][C@:6]1([C:14]3[C:9](=[N:10][CH:11]=[CH:12][CH:13]=3)[NH:8][C:7]1=[O:23])[CH2:5]2. Procedure: To a suspension of (R)-5-amino-1′-{[2-(trimethylsilyl)ethoxy]methyl}-1,3-dihydrospiro[indene-2,3′-pyrrolo[2,3-b]pyridin]-2′(1′H)-one (28.7 g, 75.2 mmol, described in Intermediate 3) in CH2Cl2 (100 mL) was added trifluoroacetic anhydride (106 mL, 752 mmol). The mixture was stirred for 10 min, after which time the aniline had been converted to the corresponding trifluoroacetanilide. The resulting mixture was cooled in an ice-salt bath and 15.8 M nitric acid (5.0 mL, 79 mmol) was added dropwise ove... Reactants: Cl.N12CC(C(CC1)CC2)=O (3-quinuclidinone hydrochloride), [OH-].[Na+] (sodium hydroxide), C(C)O (ethanol), N1CCCCC1 (piperidine), C(C)O (ethanol), C[O-].[Na+] (sodium methoxide), C=O (formaldehyde), Cl.NO (Hydroxylamine hydrochloride), C[O-].[Na+].CO (sodium methoxide methanol). Run in O (water), petroleum ether, O (water). Conditions: time 15 minute. The product is N1(CCCCC1)CC1N2CCC(C1=NO)CC2 (2-(1-Piperidinylmethyl)-1-azabicyclo[2.2.2]octan-3-one oxime). Yield: 17.0%. As a reaction SMILES: Cl.[N:2]12[CH2:9][CH2:8][CH:5]([CH2:6][CH2:7]1)[C:4](=O)[CH2:3]2.[OH-:11].[Na+].[NH:13]1[CH2:18]C[CH2:16][CH2:15][CH2:14]1.C=O.Cl.[NH2:22]O.C[O-].[Na+].CO.C[O-].[Na+].[CH2:32](O)[CH3:33]>O>[N:13]1([CH2:18][CH:3]2[C:4](=[N:22][OH:11])[CH:5]3[CH2:8][CH2:9][N:2]2[CH2:7][CH2:6]3)[CH2:33][CH2:32][CH2:16][CH2:15][CH2:14]1 |f:0.1,2.3,6.7,8.9.10,11.12|. Procedure: A slurry of 3-quinuclidinone hydrochloride (16.2 g, 100 mmoles) in ethanol (16.5 ml) and water (7 ml) was treated with sodium hydroxide (4.0 g, 100 mmoles) and stirred for 15 minutes. Separately, a cooled (0° C.) mixture of piperidine (15 ml, 150 mmoles), water (15 ml), and ethanol (10 ml) was treated with 37% aqueous formaldehyde (11.5 ml, 150 mmoles), and the mixture was stirred at room temperature for 15 minutes. The mixtures were combined, refluxed for 45 minutes, cooled, and diluted with pe... Reactants: CCOCC (Ether), C(C(=C)C)(=O)Cl (Methacryloylchloride), COC1=C(C=CC2=CC=C(C=C2)OCCCCCCO)C=C(C=C1)OC (6-(2',5'-dimethoxy-4-stilbenoxy)hexanol), CN(C)C (trimethylamine). Solvent: O (water), O1CCCC1 (tetrahydrofuran). Reaction conditions: temperature 60 celsius, time 23 hour. The product is C(C(=C)C)(=O)OCCCCCCOC1=CC=C(C=C1)C=CC1=C(C=CC(=C1)OC)OC (6-(2',5'-dimethoxy-4-stilbenoxy)hexyl methacrylate). RXN SMILES: [C:1](Cl)(=[O:5])[C:2]([CH3:4])=[CH2:3].[CH3:7][O:8][C:9]1[CH:30]=[CH:29][C:28]([O:31][CH3:32])=[CH:27][C:10]=1[CH:11]=[CH:12][C:13]1[CH:18]=[CH:17][C:16]([O:19][CH2:20][CH2:21][CH2:22][CH2:23][CH2:24][CH2:25][OH:26])=[CH:15][CH:14]=1.CN(C)C.CCOCC>O1CCCC1.O>[C:1]([O:26][CH2:25][CH2:24][CH2:23][CH2:22][CH2:21][CH2:20][O:19][C:16]1[CH:15]=[CH:14][C:13]([CH:12]=[CH:11][C:10]2[CH:27]=[C:28]([O:31][CH3:32])[CH:29]=[CH:30][C:9]=2[O:8][CH3:7])=[CH:18][CH:17]=1)(=[O:5])[C:2]([CH3:4])=[CH2:3]. Reported procedure: Methacryloylchloride 90%, 0.52 ml, 4.8 mmol) was added dropwise To a stirred solution of 6-(2',5'-dimethoxy-4-stilbenoxy)hexanol (14) (1.54 g, 4.32 mmol) and dry trimethylamine (0.76 ml, 5.5 mmol) in dry tetrahydrofuran (25 ml) under argon. The reaction mixture was stirred at 60° C. for 23 h. Ether (200 ml) and water (100 ml) were added. The organic layer was washed with water (3×100 ml), dried over anhydrous sodium sulfate, filtered and concentrated in vacuo. The residue was purified by column ... The reactants are BrCc1ccccc1, CO, [Na+], [OH-], O, O=c1[nH]c(=O)n(-c2ccccc2)c2nc[nH]c12. The product is O=c1[nH]c(=O)n(-c2ccccc2)c2ncn(Cc3ccccc3)c12. RXN SMILES: [Br:20][CH2:21][c:22]1[cH:23][cH:24][cH:25][cH:26][cH:27]1.[CH3:29][OH:30].[Na+:2].[OH-:1].[OH2:28].[c:3]1(-[n:9]2[c:10](=[O:19])[nH:11][c:12](=[O:18])[c:13]3[nH:14][cH:15][n:16][c:17]23)[cH:4][cH:5][cH:6][cH:7][cH:8]1>>[c:3]1(-[n:9]2[c:10](=[O:19])[nH:11][c:12](=[O:18])[c:13]3[n:14]([CH2:21][c:22]4[cH:23][cH:24][cH:25][cH:26][cH:27]4)[cH:15][n:16][c:17]23)[cH:4][cH:5][cH:6][cH:7][cH:8]1. Reactants: O=C([O-])O, CC(=O)[O-], CC(=O)O, O=C(Cl)CCl, COC(=O)c1ccc2c(C3CCCCC3)c(-c3ccccc3N)[nH]c2c1, [Na+], [Na+], C1CCOC1. The product is COC(=O)c1ccc2c(C3CCCCC3)c(-c3ccccc3NC(=O)CCl)[nH]c2c1. RXN SMILES: [C:41](=[O:42])([O-:43])[OH:44].[CH3:28][C:29](=[O:30])[O-:31].[CH3:32][C:33](=[O:34])[OH:35].[Cl:36][CH2:37][C:38](=[O:39])[Cl:40].[NH2:1][c:2]1[c:3](-[c:8]2[nH:9][c:10]3[cH:11][c:12]([C:23](=[O:24])[O:25][CH3:26])[cH:13][cH:14][c:15]3[c:16]2[CH:17]2[CH2:18][CH2:19][CH2:20][CH2:21][CH2:22]2)[cH:4][cH:5][cH:6][cH:7]1.[Na+:27].[Na+:45].[O:46]1[CH2:47][CH2:48][CH2:49][CH2:50]1>>[NH:1]([c:2]1[c:3](-[c:8]2[nH:9][c:10]3[cH:11][c:12]([C:23](=[O:24])[O:25][CH3:26])[cH:13][cH:14][c:15]3[c:16]2[CH:17]2[CH2:18][CH2:19][CH2:20][CH2:21][CH2:22]2)[cH:4][cH:5][cH:6][cH:7]1)[C:38]([CH2:37][Cl:36])=[O:39]. Yields the product C=C(C)C(=O)OC([Si](C)(C)C)[Si](C)(C)C. RXN SMILES: [C:11]([C:12](=[CH2:13])[CH3:14])(=[O:15])[O-:16].[CH3:1][Si:2]([CH3:3])([CH3:4])[CH:5]([Cl:6])[Si:7]([CH3:8])([CH3:9])[CH3:10].[CH3:32][C:33]#[N:34].[Na+:17].[cH:18]1[c:19]2[c:28]([cH:29][cH:30][cH:31]1)[S:27][c:22]1[c:21]([cH:26][cH:25][cH:24][cH:23]1)[NH:20]2>>[CH3:1][Si:2]([CH3:3])([CH3:4])[CH:5]([Si:7]([CH3:8])([CH3:9])[CH3:10])[O:16][C:11]([C:12](=[CH2:13])[CH3:14])=[O:15]. Starting materials: C=C(C)C(=O)[O-], C[Si](C)(C)C(Cl)[Si](C)(C)C, CC#N, [Na+], c1ccc2c(c1)Nc1ccccc1S2.